From a dataset of the Open Reaction Database (ORD), a public repository of structured organic reaction records. describe an organic reaction: reactants, conditions, products, and yield The reactants are ClC1=C(C=C2C(C(=CN(C2=C1)CC)C(=O)O)=O)F (7-chloro-1-ethyl-6-fluoro-1,4-dihydro-4-oxo-3-quinolinecarboxylic acid), N1CCNCCC1 (homopiperazine). Conditions: temperature 140 celsius. Product: C(C)N1C=C(C(C2=CC(=C(C=C12)N1CCNCCC1)F)=O)C(=O)O (1-Ethyl-6-fluoro-1,4-dihydro-7-(hexahydro-1H-1,4-diazepin-1-yl) -4-oxo-3-quinolinecarboxylic acid). Yield: 40.2%. As a reaction SMILES: Cl[C:2]1[CH:11]=[C:10]2[C:5]([C:6](=[O:17])[C:7]([C:14]([OH:16])=[O:15])=[CH:8][N:9]2[CH2:12][CH3:13])=[CH:4][C:3]=1[F:18].[NH:19]1[CH2:25][CH2:24][CH2:23][NH:22][CH2:21][CH2:20]1>>[CH2:12]([N:9]1[C:10]2[C:5](=[CH:4][C:3]([F:18])=[C:2]([N:19]3[CH2:25][CH2:24][CH2:23][NH:22][CH2:21][CH2:20]3)[CH:11]=2)[C:6](=[O:17])[C:7]([C:14]([OH:16])=[O:15])=[CH:8]1)[CH3:13]. Reported procedure: A mixture of 7-chloro-1-ethyl-6-fluoro-1,4-dihydro-4-oxo-3-quinolinecarboxylic acid [J. Med Chem.. 23. 1358 (1980)] (2.7 g, 10 mmol) and homopiperazine, (5.0 g, 50 mmol) was heated at 140° C. for 51/2 hours. The excess homopiperazine was removed by distillation at 85°-95° C./10 mm Hg. The residue was triturated with water and filtered. The solid collected was dissolved in glacial acetic acid (1.5 mL), water (10 mL) was added, and the pH was adjusted to 8.0 with solid sodium bicarbonate. The resu...